From a dataset of the Open Reaction Database (ORD), a public repository of structured organic reaction records. describe an organic reaction: reactants, conditions, products, and yield Starting materials: COC1=C(CN(S(=O)(=O)C2=CC=C3C(=CN(C3=C2)C)B2OC(C(O2)(C)C)(C)C)C2=NC=NS2)C=CC(=C1)OC (N-(2,4-dimethoxybenzyl)-1-methyl-3-(4,4,5,5-tetramethyl-1,3,2-dioxaborolan-2-yl)-N-(1,2,4-thiadiazol-5-yl)-1H-indole-6-sulfonamide), COC1=C(CN(S(=O)(=O)C2=CC=C3C(=CN(C3=C2)C)B2OC(C(O2)(C)C)(C)C)C2=NC=NS2)C=CC(=C1)OC (N-(2,4-dimethoxybenzyl)-1-methyl-3-(4,4,5,5-tetramethyl-1,3,2-dioxaborolan-2-yl)-N-(1,2,4-thiadiazol-5-yl)-1H-indole-6-sulfonamide), BrC=1C=CC=C2CCN(CC12)C(=O)OC(C)(C)C (tert-butyl 8-bromo-3,4-dihydroisoquinoline-2(1H)-carboxylate), P(=O)([O-])([O-])[O-].[K+].[K+].[K+] (potassium phosphate), CN(C)C=O (DMF), BrC=1C=CC=C2CCN(CC12)C(=O)OC(C)(C)C (tert-butyl 8-bromo-3,4-dihydroisoquinoline-2(1H)-carboxylate). The reagents and catalysts are C1=CC=C(C=C1)P([C-]2C=CC=C2)C3=CC=CC=C3.C1=CC=C(C=C1)P([C-]2C=CC=C2)C3=CC=CC=C3.Cl[Pd]Cl.[Fe+2].C(Cl)Cl (PdCl2(dppf) CH2Cl2). The solvent is C(C)(=O)OCC (ethyl acetate). Reaction conditions: temperature 85 celsius, time 2 hour. The product is COC1=C(CN(S(=O)(=O)C2=CC=C3C(=CN(C3=C2)C)C=2C=CC=C3CCN(CC23)C(=O)OC(C)(C)C)C2=NC=NS2)C=CC(=C1)OC (tert-butyl 8-(6-(N-(2,4-dimethoxybenzyl)-N-(1,2,4-thiadiazol-5-yl)sulfamoyl)-1-methyl-1H-indol-3-yl)-3,4-dihydroisoquinoline-2(1H)-carboxylate). Reaction SMILES: [CH3:1][O:2][C:3]1[CH:37]=[C:36]([O:38][CH3:39])[CH:35]=[CH:34][C:4]=1[CH2:5][N:6]([C:29]1[S:33][N:32]=[CH:31][N:30]=1)[S:7]([C:10]1[CH:18]=[C:17]2[C:13]([C:14](B3OC(C)(C)C(C)(C)O3)=[CH:15][N:16]2[CH3:19])=[CH:12][CH:11]=1)(=[O:9])=[O:8].Br[C:41]1[CH:42]=[CH:43][CH:44]=[C:45]2[C:50]=1[CH2:49][N:48]([C:51]([O:53][C:54]([CH3:57])([CH3:56])[CH3:55])=[O:52])[CH2:47][CH2:46]2.P([O-])([O-])([O-])=O.[K+].[K+].[K+].CN(C=O)C>C(OCC)(=O)C.C1C=CC(P(C2C=CC=CC=2)[C-]2C=CC=C2)=CC=1.C1C=CC(P(C2C=CC=CC=2)[C-]2C=CC=C2)=CC=1.Cl[Pd]Cl.[Fe+2].C(Cl)Cl>[CH3:1][O:2][C:3]1[CH:37]=[C:36]([O:38][CH3:39])[CH:35]=[CH:34][C:4]=1[CH2:5][N:6]([C:29]1[S:33][N:32]=[CH:31][N:30]=1)[S:7]([C:10]1[CH:18]=[C:17]2[C:13]([C:14]([C:41]3[CH:42]=[CH:43][CH:44]=[C:45]4[C:50]=3[CH2:49][N:48]([C:51]([O:53][C:54]([CH3:57])([CH3:56])[CH3:55])=[O:52])[CH2:47][CH2:46]4)=[CH:15][N:16]2[CH3:19])=[CH:12][CH:11]=1)(=[O:8])=[O:9] |f:2.3.4.5,8.9.10.11.12|. Procedure: A vial was charged with N-(2,4-dimethoxybenzyl)-1-methyl-3-(4,4,5,5-tetramethyl-1,3,2-dioxaborolan-2-yl)-N-(1,2,4-thiadiazol-5-yl)-1H-indole-6-sulfonamide (Intermediate H)(0.188 g, 0.330 mmol), tert-butyl 8-bromo-3,4-dihydroisoquinoline-2(1H)-carboxylate (0.257 g, 0.824 mmol), potassium phosphate (0.315 g, 1.483 mmol), and PdCl2(dppf)-CH2Cl2 adduct (0.027 g, 0.033 mmol). DMF (2.197 ml) was added, and the vial was flushed with argon, sealed, and stirred at 85° C. for two hours. Additional tert-bu... The reactants are CC(=O)OI1(C=2C=CC=CC2C(=O)O1)(OC(=O)C)OC(=O)C (Dess-Martin reagent), C(C)(C)(C)OC(NC1=C(C=CC(=C1)OC)CC(CC)O)=O ([2-(2-hydroxy-butyl)-5-methoxy-phenyl]-carbamic acid t-butyl ester). The solvent is C1CCOC1 (THF), C1CCOC1 (THF). Yields the product C(C)(C)(C)OC(NC1=C(C=CC(=C1)OC)CC(CC)=O)=O ([5-Methoxy-2-(2-oxo-butyl)-phenyl]-carbamic acid t-butyl Ester). Isolated yield 83.2%. As a reaction SMILES: CC(OI1(OC(C)=O)(OC(C)=O)OC(=O)C2C=CC=CC1=2)=O.[C:23]([O:27][C:28](=[O:43])[NH:29][C:30]1[CH:35]=[C:34]([O:36][CH3:37])[CH:33]=[CH:32][C:31]=1[CH2:38][CH:39]([OH:42])[CH2:40][CH3:41])([CH3:26])([CH3:25])[CH3:24]>C1COCC1>[C:23]([O:27][C:28](=[O:43])[NH:29][C:30]1[CH:35]=[C:34]([O:36][CH3:37])[CH:33]=[CH:32][C:31]=1[CH2:38][C:39](=[O:42])[CH2:40][CH3:41])([CH3:25])([CH3:24])[CH3:26]. Reported procedure: To a solution of Dess-Martin reagent (2.82 g, 6.68 mmole) in 80 ml THF cooled at 0° C. was added [2-(2-hydroxy-butyl)-5-methoxy-phenyl]-carbamic acid t-butyl ester 73a (1.64 g, 5.57 mmole) in 20 ml THF. The reaction mixture was stirred and warmed to room temperature for 2 h, quenched with half saturated NaHCO3, extracted with EtOAc. The organic layer was dried over MgSO4 and concentrated. The residue was purified by flash column chromatography (10-15% EtOAc in hexane) to give colorless oil (1.36... The reactants are OC1CCC(Cl)CC1, CCOC(=O)C(=NO)C(C)=O. RXN SMILES: [Cl:12][CH:13]1[CH2:14][CH2:15][CH:16]([OH:19])[CH2:17][CH2:18]1.[OH:1][N:2]=[C:3]([C:4](=[O:5])[O:6][CH2:7][CH3:8])[C:9]([CH3:10])=[O:11]>>[O:1]([N:2]=[C:3]([C:4](=[O:5])[O:6][CH2:7][CH3:8])[C:9]([CH3:10])=[O:11])[CH:16]1[CH2:15][CH2:14][CH:13]([Cl:12])[CH2:18][CH2:17]1. The product is CCOC(=O)C(=NOC1CCC(Cl)CC1)C(C)=O. The reactants are Cl.C(C1=CC=CC=C1)ON (O-benzyl hydroxyamine hydrochloride), S1C2=C(C=C1)C(CCC2)N=C=O (4,5,6,7-tetrahydrobenzo[b]thien-4-yl isocyanate). Yields the product C(C1=CC=CC=C1)ONC(=O)NC1CCCC=2SC=CC21 (1-(benzyloxy)-3-(4,5,6,7-tetrahydrobenzo[b]thien-4-yl)urea). As a reaction SMILES: Cl.[CH2:2]([O:9][NH2:10])[C:3]1[CH:8]=[CH:7][CH:6]=[CH:5][CH:4]=1.[S:11]1[CH:15]=[CH:14][C:13]2[CH:16]([N:20]=[C:21]=[O:22])[CH2:17][CH2:18][CH2:19][C:12]1=2>>[CH2:2]([O:9][NH:10][C:21]([NH:20][CH:16]1[C:13]2[CH:14]=[CH:15][S:11][C:12]=2[CH2:19][CH2:18][CH2:17]1)=[O:22])[C:3]1[CH:8]=[CH:7][CH:6]=[CH:5][CH:4]=1 |f:0.1|. Reported procedure: In the manner described in Example 6, O-benzyl hydroxyamine hydrochloride and 4,5,6,7-tetrahydrobenzo[b]thien-4-yl isocyanate are allowed to react to afford 1-(benzyloxy)-3-(4,5,6,7-tetrahydrobenzo[b]thien-4-yl)urea, which is recrystallized from 95% ethyl alcohol-methyl isobutyl ketone. The product melts at 96.5° C. to 99° C. Yield: 0.5%. The reactants are OC[C@H](O)[C@@H](O)[C@H](O)[C@H](O)CO (D-sorbitol), CC=1C=C(C=O)C=CC1C (3,4-dimethylbenzaldehyde), S(O)(O)(=O)=O (sulfuric acid), CC=1C=C(C=C(O)[C@H](O)[C@@H](O)[C@H](O)[C@H](O)CO)C=CC1C (mono(3,4-dimethylbenzylidene)-D-sorbitol). The product is CC=1C=C(C=C([C@H]([C@H]([C@@H]([C@H](C(O)=CC2=CC(=C(C=C2)C)C)O)O)O)O)O)C=CC1C (bis(3,4-dimethylbenzylidene)-D-sorbitol). Procedure: A 500 ml four-necked flask was charged with a 70 wt % aqueous solution of 143 g (0.55 mole) of D-sorbitol, 73.7 g (0.55 mole) of 3,4-dimethylbenzaldehyde and 12 g of 50 wt % sulfuric acid. The air inside the system was replaced with nitrogen gas. The contents of the flask were stirred at a temperature of 21° C. for 6 hours. The obtained reaction mixture was analyzed by GC. It was found that mono(3,4-dimethylbenzylidene)-D-sorbitol was produced in a yield of 70% and 0.5% or less of bis(3,4-dimeth... As a reaction SMILES: OC[C@@H]([C@H]([C@@H]([C@@H](CO)O)O)O)O.[CH3:13][C:14]1[CH:15]=[C:16]([CH:19]=[CH:20][C:21]=1[CH3:22])[CH:17]=O.S(=O)(=O)(O)O.[CH3:28][C:29]1[CH:30]=[C:31]([CH:45]=[CH:46][C:47]=1[CH3:48])[CH:32]=[C:33]([C@@H:35]([C@H:37]([C@@H:39]([C@@H:41]([CH2:43][OH:44])[OH:42])[OH:40])[OH:38])[OH:36])[OH:34]>>[CH3:13][C:14]1[CH:15]=[C:16]([CH:19]=[CH:20][C:21]=1[CH3:22])[CH:17]=[C:43]([OH:44])[C@@H:41]([OH:42])[C@@H:39]([OH:40])[C@H:37]([OH:38])[C@@H:35]([OH:36])[C:33](=[CH:32][C:31]1[CH:45]=[CH:46][C:47]([CH3:48])=[C:29]([CH3:28])[CH:30]=1)[OH:34]. Run at temperature 21 celsius, time 6 hour.